From a dataset of the Open Reaction Database (ORD), a public repository of structured organic reaction records. describe an organic reaction: reactants, conditions, products, and yield The reactants are O1[C@H](CCCC1)OC[C@@H](CC)O ((R,S)-1-tetrahydropyranyloxy-2-butanol), C(CCCCC)(=O)OC=C (vinyl caproate). Reaction conditions: temperature 38 celsius, time 8 hour. The product is O1C(CCCC1)OCC(CC)OC(CCCCC)=O (1-tetrahydropyranyloxy-2-caproyloxybutane). Yield: 72.8%. RXN SMILES: [O:1]1[CH2:6][CH2:5][CH2:4][CH2:3][C@@H:2]1[O:7][CH2:8][C@H:9]([OH:12])[CH2:10][CH3:11].[C:13](OC=C)(=[O:19])[CH2:14][CH2:15][CH2:16][CH2:17][CH3:18]>>[O:1]1[CH2:6][CH2:5][CH2:4][CH2:3][CH:2]1[O:7][CH2:8][CH:9]([O:12][C:13](=[O:19])[CH2:14][CH2:15][CH2:16][CH2:17][CH3:18])[CH2:10][CH3:11]. Procedure: A mixture of 23 g of enzyme lipase "Amano" CES (produced by Amano Pharmaceutical Co., Ltd), 40 g of (R,S)-1-tetrahydropyranyloxy-2-butanol and 16.5 g of vinyl caproate was reacted with stirring at 38° C. for eight hours. After the reaction was stopped, the enzyme was removed by filtration, and the enzyme on the filter paper was washed by using n-heptane. n-Heptane was distilled away from the filtrate, the residue was purified with a chromatograph over silical gel, and 21.5 g of optically active ... The reactants are COc2ccc1ccccc1c2 (substrate), Cn1cncc1c2ccccc2 (effective_coupling_partner). Reagents/catalysts: CDC. Reaction conditions: temperature 90 celsius, time 16 hour. Yields the product Cn2c(c1ccccc1)cnc2c4ccc3ccccc3c4. The reactants are C1(=CC=CC=C1)S(=O)(=O)N1C(=CC=2C1=NC=CC2)C(CC2CCCC2)(O)C2=NC=C(C=C2)S(=O)(=O)C (1-(1-benzenesulfonyl-1H-pyrrolo[2,3-b]pyridin-2-yl)-2-cyclopentyl-1-(5-methanesulfonyl-pyridin-2-yl)-ethanol), [F-].C(CCC)[N+](CCCC)(CCCC)CCCC (tetrabutylammonium fluoride), O1CCCC1 (tetrahydrofuran). Solvent: [Cl-].[Na+].O (brine). Reaction conditions: time 3 hour. Yields the product C1(CCCC1)C=C(C1=NC=C(C=C1)S(=O)(=O)C)C1=CC=2C(=NC=CC2)N1 (2-[2-cyclopentyl-1-(5-methanesulfonyl-pyridin-2-yl)-vinyl]-1H-pyrrolo[2,3-b]pyridine). The yield is 99.4%. Reaction SMILES: C1(S([N:10]2[C:14]3=[N:15][CH:16]=[CH:17][CH:18]=[C:13]3[CH:12]=[C:11]2[C:19]([C:27]2[CH:32]=[CH:31][C:30]([S:33]([CH3:36])(=[O:35])=[O:34])=[CH:29][N:28]=2)(O)[CH2:20][CH:21]2[CH2:25][CH2:24][CH2:23][CH2:22]2)(=O)=O)C=CC=CC=1.[F-].C([N+](CCCC)(CCCC)CCCC)CCC.O1CCCC1>[Cl-].[Na+].O>[CH:21]1([CH:20]=[C:19]([C:11]2[NH:10][C:14]3=[N:15][CH:16]=[CH:17][CH:18]=[C:13]3[CH:12]=2)[C:27]2[CH:32]=[CH:31][C:30]([S:33]([CH3:36])(=[O:35])=[O:34])=[CH:29][N:28]=2)[CH2:25][CH2:24][CH2:23][CH2:22]1 |f:1.2,4.5.6|. Procedure: A mixture of 1-(1-benzenesulfonyl-1H-pyrrolo[2,3-b]pyridin-2-yl)-2-cyclopentyl-1-(5-methanesulfonyl-pyridin-2-yl)-ethanol (0.12 g, 0.23 mmol) and tetrabutylammonium fluoride in tetrahydrofuran (1 M, 4.6 mL, 4.6 mmol) was stirred for 3 h at room temperature. After cooling to room temperature, the mixture was poured into brine (15 mL), extracted with ethyl acetate (2×100 mL), washed with a saturated aqueous ammonium chloride solution (3×50 mL), dried over anhydrous sodium sulfate and then concentr... Starting materials: NC=1C=CN(C=2C1C=CC1=C3C(NC(C23)=O)=CCN1C1=CC=C(C=C1)F)C (8-amino-5-(4-fluorophenyl)-11-methyl-2,4,5,11-tetrahydro-1H-2,5,11-triazadibenzo[cd,h]azulen-1-one), C(C)N1N=C(C=C1)C=O (1-ethyl-1H-pyrazole-3-carbaldehyde), Hastelloy, C(C)(=O)O (acetic acid), C(#N)[BH3-].[Na+] (sodium cyanoborohydride). The product is C(C)N1N=C(C=C1)CNC=1C=CN(C=2C1C=CC1=C3C(NC(C23)=O)=CCN1C1=CC=C(C=C1)F)C (8-(((1-ethyl-1H-pyrazol-3-yl)methyl)amino)-5-(4-fluorophenyl)-11-methyl-2,4,5,11-tetrahydro-1H-2,5,11-triazadibenzo[cd,h]azulen-1-one). Yield: 41.2%. RXN SMILES: [NH2:1][C:2]1[CH:3]=[CH:4][N:5]([CH3:27])[C:6]2[C:7]=1[CH:8]=[CH:9][C:10]1[N:19]([C:20]3[CH:25]=[CH:24][C:23]([F:26])=[CH:22][CH:21]=3)[CH2:18][CH:17]=[C:12]3[NH:13][C:14](=[O:16])[C:15]=2[C:11]=13.C(O)(=O)C.C([BH3-])#N.[Na+].[CH2:36]([N:38]1[CH:42]=[CH:41][C:40]([CH:43]=O)=[N:39]1)[CH3:37]>>[CH2:36]([N:38]1[CH:42]=[CH:41][C:40]([CH2:43][NH:1][C:2]2[CH:3]=[CH:4][N:5]([CH3:27])[C:6]3[C:7]=2[CH:8]=[CH:9][C:10]2[N:19]([C:20]4[CH:21]=[CH:22][C:23]([F:26])=[CH:24][CH:25]=4)[CH2:18][CH:17]=[C:12]4[NH:13][C:14](=[O:16])[C:15]=3[C:11]=24)=[N:39]1)[CH3:37] |f:2.3|. Procedure details: A stock solution of Example 23e (0.164 M in N,N-dimethylacetamide, 255 mL, 0.042 mmol), acetic acid (4 M in methanol, 200 mL, 0.84 mmol), sodium cyanoborohydride (0.31 M in methanol, 200 mL, 0.063 mmol) and 1-ethyl-1H-pyrazole-3-carbaldehyde (0.40 M in N,N-dimethylacetamide, 156 mL, 0.063 mmol) were aspirated from their respective source vials, mixed through a perfluoroalkoxy mixing tube (0.2 mm inner diameter), and loaded into an injection loop. The reaction segment was injected into the flow r... Reactants: C(C1=CC=CC=C1)OC(=O)N1C(OC([C@@H]1CC1CCCCC1)C=C)(C)C ((4S,5RS)-3-benzyloxycarbonyl-4-cyclohexylmethyl-5-ethenyl-2,2-dimethyloxazolidine), O1CCOCC1 (dioxane), O1CCOCC1 (dioxane), sodium periodide. The reagents and catalysts are [Os](=O)(=O)(=O)=O (osmium tetraoxide). The solvent is O (water), solution. Run at time 1.5 hour. The product is C(C1=CC=CC=C1)OC(=O)N1C(OC([C@@H]1CC1CCCCC1)C=O)(C)C ((4S,5RS)-3-benzyloxycarbonyl-4-cyclohexylmethyl-5-formyl-2,2-dimethyloxazolidine). Reaction SMILES: [CH2:1]([O:8][C:9]([N:11]1[C@@H:15]([CH2:16][CH:17]2[CH2:22][CH2:21][CH2:20][CH2:19][CH2:18]2)[CH:14]([CH:23]=C)[O:13][C:12]1([CH3:26])[CH3:25])=[O:10])[C:2]1[CH:7]=[CH:6][CH:5]=[CH:4][CH:3]=1.[O:27]1CCOCC1>O.[Os](=O)(=O)(=O)=O>[CH2:1]([O:8][C:9]([N:11]1[C@@H:15]([CH2:16][CH:17]2[CH2:22][CH2:21][CH2:20][CH2:19][CH2:18]2)[CH:14]([CH:23]=[O:27])[O:13][C:12]1([CH3:26])[CH3:25])=[O:10])[C:2]1[CH:7]=[CH:6][CH:5]=[CH:4][CH:3]=1. Reported procedure: 960 mg of (4S,5RS)-3-benzyloxycarbonyl-4-cyclohexylmethyl-5-ethenyl-2,2-dimethyloxazolidine was dissolved in 7 ml of dioxane, and 5 ml of dioxane solution containing 35 mg of osmium tetraoxide was added thereto, and reacted for 15 minutes at room temperture in the absence of light. The reaction mixture was diluted with 2.5 ml of water, and 8 ml of a solution containing 1.15 g of sodium periodide was dropwise added over a period of 40 minutes. After the completion of the addition, the mixture was...